Task: describe an organic reaction: reactants, conditions, products, and yield. Dataset: the Open Reaction Database (ORD), a public repository of structured organic reaction records The reactants are [N+](=O)([O-])C1=C(C=CC=C1)O (o-nitrophenol), C=O (formalin), CNC (dimethylamine). Run in C(C)O (ethanol). Yields the product CN(C)CC1=CC(=C(C=C1)O)[N+](=O)[O-] (4-dimethylaminomethyl-2-nitrophenol). Isolated yield 21.3%. As a reaction SMILES: [N+:1]([C:4]1[CH:9]=[CH:8][CH:7]=[CH:6][C:5]=1[OH:10])([O-:3])=[O:2].[CH2:11]=O.[CH3:13][NH:14][CH3:15]>C(O)C>[CH3:13][N:14]([CH2:11][C:8]1[CH:7]=[CH:6][C:5]([OH:10])=[C:4]([N+:1]([O-:3])=[O:2])[CH:9]=1)[CH3:15]. Reported procedure: A mixture of o-nitrophenol (1.0g, 7.19 mmoles), 37% aqueous formalin solution (0.81 ml, 10.78 mmoles) and 25% aqueous dimethylamine solution (1.9 ml, 10.78 mmoles) in 25 ml absolute ethanol was refluxed overnight and the volatile components then removed on a rotary evaporator. The resulting residue was chromatographed on silica gel (silica Woelm® 32-63 μ from Universal Scientific Inc.) using 5% methanol in methylene chloride as the eluent. The first major yellow band to elute contained 0.3g (23%...